Dataset: the Open Reaction Database (ORD), a public repository of structured organic reaction records. Task: describe an organic reaction: reactants, conditions, products, and yield Reactants: COC1=CC=C(C(=O)C=2OC3=C(C2C)C(=C(C=C3)CC=C)O)C=C1 (2-(p-methoxybenzoyl)-3-methyl-4-hydroxy-5-allylbenzofuran). The reagents and catalysts are [Pd] (palladium on charcoal). Solvent: C(C)O (ethanol). Product: COC1=CC=C(CC=2OC3=C(C2C)C(=C(C=C3)CCC)O)C=C1 (2-(p-methoxybenzyl)-3-methyl-4-hydroxy-5-propylbenzofuran). RXN SMILES: [CH3:1][O:2][C:3]1[CH:24]=[CH:23][C:6]([C:7]([C:9]2[O:10][C:11]3[CH:18]=[CH:17][C:16]([CH2:19][CH:20]=[CH2:21])=[C:15]([OH:22])[C:12]=3[C:13]=2[CH3:14])=O)=[CH:5][CH:4]=1>C(O)C.[Pd]>[CH3:1][O:2][C:3]1[CH:4]=[CH:5][C:6]([CH2:7][C:9]2[O:10][C:11]3[CH:18]=[CH:17][C:16]([CH2:19][CH2:20][CH3:21])=[C:15]([OH:22])[C:12]=3[C:13]=2[CH3:14])=[CH:23][CH:24]=1. Procedure: A solution of 2-(p-methoxybenzoyl)-3-methyl-4-hydroxy-5-allylbenzofuran (40 mg) in ethanol (50 mL) was hydrogenated in a Parr hydrogenator in the presence of 10% palladium on charcoal at 40 psi. The catalyst was filtered and the filtrate was concentrated to dryness to yield 2-(p-methoxybenzyl)-3-methyl-4-hydroxy-5-propylbenzofuran, identical to the product prepared by the route described in Example 1. Starting materials: CCN(C(C)C)C(C)C (DIEA), NC1=C(SC(=C1C)Br)C(=O)OC (methyl 3-amino-5-bromo-4-methylthiophene-2-carboxylate), BrC1=C(C(=C(S1)C(=O)OC)NC(C(F)(F)F)=O)C (Methyl 5-bromo-4-methyl-3-(2,2,2-trifluoroacetamido)thiophene-2-carboxylate), C(=O)(C(F)(F)F)OC(=O)C(F)(F)F (TFAA). Solvent: C(Cl)Cl (DCM), C(Cl)(Cl)Cl (CHCl3). Run at time 18 hour. The product is BrC1=C(C=2N(C(C(=C(C2S1)O)C(=O)OCC)=O)C)C (Ethyl 2-bromo-7-hydroxy-3,4-dimethyl-5-oxo-4,5-dihydrothieno[3,2-b]pyridine-6-carboxylate). RXN SMILES: [Br:1][C:2]1[S:6][C:5]([C:7]([O:9]C)=O)=[C:4]([NH:11][C:12](=[O:17])[C:13](F)(F)F)[C:3]=1[CH3:18].[CH3:19]CN(C(C)C)C(C)C.NC1C(C)=C(Br)SC=1C(OC)=O.[C:40]([O:46][C:47]([C:49](F)(F)F)=O)(C(F)(F)F)=[O:41]>C(Cl)Cl.C(Cl)(Cl)Cl>[Br:1][C:2]1[S:6][C:5]2[C:7]([OH:9])=[C:13]([C:40]([O:46][CH2:47][CH3:49])=[O:41])[C:12](=[O:17])[N:11]([CH3:19])[C:4]=2[C:3]=1[CH3:18]. Reported procedure: Methyl 5-bromo-4-methyl-3-(2,2,2-trifluoroacetamido)thiophene-2-carboxylate. At 0° C., DIEA (4.32 mL, 24.8 mmol) was added dropwise to a solution of methyl 3-amino-5-bromo-4-methylthiophene-2-carboxylate (6.20 g, 24.8 mmol) in DCM (100 mL), followed by dropwise addition of TFAA (3.45 mL, 24.8 mmol). The mixture was stirred at room temperature for 18 hours, diluted with CHCl3, washed with water, dried over MgSO4, and evaporated. The crude product was purified by flash chromatography using EtOAc/h... Starting materials: C(#N)C1=CC=C(C=2CCCCC12)NC(C)=O (N-(4-Cyano-5,6,7,8-tetrahydronaphthalen-1-yl)-acetamide), Cl (HCl). Run in CCO (EtOH). Yields the product Cl.NC1=CC=C(C=2CCCCC12)C#N (4-Amino-5,6,7,8-tetrahydronaphthalene-1-carbonitrile, hydrochloride salt). RXN SMILES: [C:1]([C:3]1[C:12]2[CH2:11][CH2:10][CH2:9][CH2:8][C:7]=2[C:6]([NH:13]C(=O)C)=[CH:5][CH:4]=1)#[N:2].[ClH:17]>CCO>[ClH:17].[NH2:13][C:6]1[C:7]2[CH2:8][CH2:9][CH2:10][CH2:11][C:12]=2[C:3]([C:1]#[N:2])=[CH:4][CH:5]=1 |f:3.4|. Reported procedure: A suspension of 2C (0.40 g, 1.87 mmol) in a mixed solvent of EtOH (2 mL) and conc. HCl (2 mL) was refluxed for 2 h. The resulting solution was allowed to cool to rt and concentrated under reduced pressure. The obtained solid was evaporated with toluene (2×) to yield compound 2D (0.25 g) as a solid. The reactants are FC1=CC=C(C=C1)N=C=O (4-fluorophenyl isocyanate), CN (methylamine), NC(=O)N (urea), C(#N)CC(=O)O (cyanoacetic acid), NC1=CC(N(C(N1C1=CC=C(C=C1)F)=O)C)=O (6-amino-1-(4-fluorophenyl)-3-methyluracil). The product is CNC(=O)NC1=CC=C(C=C1)F (N-Methyl-N'-(4-fluorophenyl)urea), CN(C1=CC(N(C(N1C1=CC=C(C=C1)F)=O)C)=O)C (6-dimethylamino-1-(4-fluorophenyl)-3-methyluracil). RXN SMILES: [F:1][C:2]1[CH:7]=[CH:6][C:5]([N:8]=[C:9]=[O:10])=[CH:4][CH:3]=1.CN.NC(N)=O.C(CC(O)=O)#N.N[C:24]1[N:29]([C:30]2[CH:35]=[CH:34][C:33]([F:36])=[CH:32][CH:31]=2)[C:28](=[O:37])[N:27]([CH3:38])[C:26](=[O:39])[CH:25]=1>>[CH3:26][NH:27][C:28]([NH:29][C:30]1[CH:35]=[CH:34][C:33]([F:36])=[CH:32][CH:31]=1)=[O:37].[CH3:28][N:29]([CH3:30])[C:24]1[N:8]([C:5]2[CH:6]=[CH:7][C:2]([F:1])=[CH:3][CH:4]=2)[C:9](=[O:10])[N:27]([CH3:38])[C:26](=[O:39])[CH:25]=1. Procedure: N-Methyl-N'-(4-fluorophenyl)urea was prepared preliminarily from 4-fluorophenyl isocyanate and methylamine by the same procedure as in Reference Example 1. The urea compound as the starting material was reacted with cyanoacetic acid to form a uracil ring. Subsequently, 6-amino-1-(4-fluorophenyl)-3-methyluracil was treated as in Reference Example 2 so that the substituent amino group at the 6-position was converted to a dimethylamino group to yield 6-dimethylamino-1-(4-fluorophenyl)-3-methyluraci... Starting materials: CCN(C(C)C)C(C)C (DIPEA), CC1NCCCC1 (2-methylpiperidine), C(C(=O)Cl)(=O)Cl (oxalyl chloride), resultant solution, C(C)(C)(C)OC(=O)N(CCOC=1C=C(C(=O)O)C=C(C1)Cl)C1=CC=NC=C1 (3-[2-(tert-butoxycarbonyl-pyridin-4-yl-amino)-ethoxy]-5-chloro-benzoic acid). The solvent is ClCCl (dichloromethane), ClCCl (dichloromethane), CN(C)C=O (DMF). Reaction conditions: time 3 hour. Yields the product C(C)(C)(C)OC(N(C1=CC=NC=C1)CCOC1=CC(=CC(=C1)C(=O)N1C(CCCC1)C)Cl)=O ({2-[3-Chloro-5-(2-methyl-piperidine-1-carbonyl)-phenoxy]-ethyl}-pyridin -4-yl-carbamic acid tert-butyl ester). Yield: 110.5%. Reaction SMILES: [C:1]([O:5][C:6]([N:8]([C:22]1[CH:27]=[CH:26][N:25]=[CH:24][CH:23]=1)[CH2:9][CH2:10][O:11][C:12]1[CH:13]=[C:14]([CH:18]=[C:19]([Cl:21])[CH:20]=1)[C:15](O)=[O:16])=[O:7])([CH3:4])([CH3:3])[CH3:2].C(Cl)(=O)C(Cl)=O.[CH3:34][CH:35]1[CH2:40][CH2:39][CH2:38][CH2:37][NH:36]1.CCN(C(C)C)C(C)C>ClCCl.CN(C=O)C>[C:1]([O:5][C:6](=[O:7])[N:8]([CH2:9][CH2:10][O:11][C:12]1[CH:13]=[C:14]([C:15]([N:36]2[CH2:37][CH2:38][CH2:39][CH2:40][CH:35]2[CH3:34])=[O:16])[CH:18]=[C:19]([Cl:21])[CH:20]=1)[C:22]1[CH:23]=[CH:24][N:25]=[CH:26][CH:27]=1)([CH3:4])([CH3:3])[CH3:2]. Procedure details: To a stirred solution of 3-[2-(tert-butoxycarbonyl-pyridin-4-yl-amino)-ethoxy]-5-chloro-benzoic acid (0.060 g) in dichloromethane (4 ml) was added DMF (0.025 ml) followed by 2M oxalyl chloride solution in dichloromethane (0.091 ml). The resultant solution was stirred at room temperature for 1 h, and then 2-methylpiperidine (0.03 g) followed by DIPEA (0.080 ml) were added. After 3 h, the solution was concentrated under reduced pressure and the residue was subjected to preparative hplc. The title ... The reactants are [OH-].[NH4+] (ammonium hydroxide), C(C)OCC=1N(C2=C(C=NC=3C=CC=CC23)N1)CC1=NOC(=C1)C1=CC=CC=C1 (2-(ethoxymethyl)-1-[(5-phenylisoxazol-3-yl)methyl]-1H-imidazo[4,5-c]quinoline), C1=CC(=CC(=C1)Cl)C(=O)OO (mCPBA), C1(=CC=C(C=C1)S(=O)(=O)Cl)C (p-toluenesulfonyl chloride). The product is C(C)OCC=1N(C2=C(C(=NC=3C=CC=CC23)N)N1)CC1=NOC(=C1)C1=CC=CC=C1 (2-(ethoxymethyl)-1-[(5-phenylisoxazol-3-yl)methyl]-1H-imidazo[4,5-c]quinolin-4-amine). As a reaction SMILES: [CH2:1]([O:3][CH2:4][C:5]1[N:6]([CH2:18][C:19]2[CH:23]=[C:22]([C:24]3[CH:29]=[CH:28][CH:27]=[CH:26][CH:25]=3)[O:21][N:20]=2)[C:7]2[C:16]3[CH:15]=[CH:14][CH:13]=[CH:12][C:11]=3[N:10]=[CH:9][C:8]=2[N:17]=1)[CH3:2].C1C=C(Cl)C=C(C(OO)=O)C=1.C1(C)C=CC(S(Cl)(=O)=O)=CC=1.[OH-].[NH4+:53]>>[CH2:1]([O:3][CH2:4][C:5]1[N:6]([CH2:18][C:19]2[CH:23]=[C:22]([C:24]3[CH:29]=[CH:28][CH:27]=[CH:26][CH:25]=3)[O:21][N:20]=2)[C:7]2[C:16]3[CH:15]=[CH:14][CH:13]=[CH:12][C:11]=3[N:10]=[C:9]([NH2:53])[C:8]=2[N:17]=1)[CH3:2] |f:3.4|. Reported procedure: The methods described in Part I of Example 35 were used to treat 2-(ethoxymethyl)-1-[(5-phenylisoxazol-3-yl)methyl]-1H-imidazo[4,5-c]quinoline (0.650 g, 1.69 mmol) with mCPBA (0.455 g of 77% pure material, 2.0 mmol) followed by p-toluenesulfonyl chloride (0.355 g, 1.86 mmol) and concentrated ammonium hydroxide (15 mL) and purify the final product to provide 0.38 g of 2-(ethoxymethyl)-1-[(5-phenylisoxazol-3-yl)methyl]-1H-imidazo[4,5-c]quinolin-4-amine as a tan crystalline solid, mp 221-223° C. Starting materials: ClC=1C=C(C=C(C1)Cl)NC#N (N-(3,5-dichlorophenyl)cyanamide), C([O-])([O-])=O.[K+].[K+] (potassium carbonate), [I-].[K+] (potassium iodide), ClC(=C)CCl (2,3-dichloro-1-propene), ammonium sulfide. Run in O (water), CN(C)C=O (DMF), CN(C)C=O (DMF). Run at temperature 50 celsius. Product: ClC=1C=C(C=C(C1)Cl)N(C(=S)N)CC(=C)Cl (N-(3,5-dichlorophenyl)-N-(2-chloro-2-propenyl)thiourea). Yield: 90.0%. Reaction SMILES: [Cl:1][C:2]1[CH:3]=[C:4]([NH:9][C:10]#[N:11])[CH:5]=[C:6]([Cl:8])[CH:7]=1.C(=O)([O-])[O-].[K+].[K+].[I-].[K+].[Cl:20][C:21]([CH2:23]Cl)=[CH2:22].[NH4+]=[S:26]>CN(C=O)C.O>[Cl:1][C:2]1[CH:3]=[C:4]([N:9]([CH2:23][C:21]([Cl:20])=[CH2:22])[C:10]([NH2:11])=[S:26])[CH:5]=[C:6]([Cl:8])[CH:7]=1 |f:1.2.3,4.5|. Procedure details: N-(3,5-dichlorophenyl)cyanamide (2.81 g) was dissolved in DMF (14.03 g), to which powdered potassium carbonate (3.11 g) and potassium iodide (0.26 g) were added at room temperature with stirring. Further, 2,3-dichloro-1-propene (2.00 g) was added dropwise at room temperature with stirring. The mixture was heated to 50° C. and stirred at the same temperature for 2.5 hours. After cooling to room temperature, DMF (9.00 g) and ammonium sulfide solution, yellow (8.00 g) having an S content of 6% were... Starting materials: FC(CC[C@H]([C@@H](C(=O)O)CCC(F)(F)F)C(NC1N=C(C2=C(NC1=O)C=CC(=C2)OC)C2=CC=CC=C2)=O)(F)F ((2S,3R)-6,6,6-Trifluoro-3-((7-methoxy-2-oxo-5-phenyl-2,3-dihydro-1H-benzo[e][1,4]diazepin-3-yl)carbamoyl)-2-(3,3,3-trifluoropropyl)hexanoic acid), [Cl-].[NH4+] (ammonium chloride), CCN(C(C)C)C(C)C (N,N′-diisopropylethylamine). Run in CS(=O)C (DMSO). Yields the product COC1=CC2=C(NC([C@H](N=C2C2=CC=CC=C2)NC([C@@H]([C@@H](C(=O)N)CCC(F)(F)F)CCC(F)(F)F)=O)=O)C=C1 ((2R,3S)-N1-((S)-7-Methoxy-2-oxo-5-phenyl-2,3-dihydro-1H-benzo[e][1,4]diazepin-3-yl)-2,3-bis(3,3,3-trifluoropropyl)succinamide). RXN SMILES: [F:1][C:2]([F:40])([F:39])[CH2:3][CH2:4][C@@H:5]([C:16](=[O:38])[NH:17][CH:18]1[C:24](=[O:25])[NH:23][C:22]2[CH:26]=[CH:27][C:28]([O:30][CH3:31])=[CH:29][C:21]=2[C:20]([C:32]2[CH:37]=[CH:36][CH:35]=[CH:34][CH:33]=2)=[N:19]1)[C@H:6]([CH2:10][CH2:11][C:12]([F:15])([F:14])[F:13])[C:7]([OH:9])=O.[Cl-].[NH4+].CC[N:45](C(C)C)C(C)C>CS(C)=O>[CH3:31][O:30][C:28]1[CH:27]=[CH:26][C:22]2[NH:23][C:24](=[O:25])[C@@H:18]([NH:17][C:16](=[O:38])[C@H:5]([CH2:4][CH2:3][C:2]([F:39])([F:1])[F:40])[C@H:6]([CH2:10][CH2:11][C:12]([F:15])([F:14])[F:13])[C:7]([NH2:45])=[O:9])[N:19]=[C:20]([C:32]3[CH:37]=[CH:36][CH:35]=[CH:34][CH:33]=3)[C:21]=2[CH:29]=1 |f:1.2|. Procedure: To a stirred solution of Intermediate 7E (500 mg, 1.047 mmol), pyBOP (0.65 mg, 1.25 mmol), and ammonium chloride (0.28 mg, 5.23 mmol) in DMSO (6 mL), at 0° C. under a nitrogen atmosphere, was added dropwise a solution of N,N′-diisopropylethylamine (0.36 mL, 2.09 mmol) over two minutes. The ice bath was removed and the reaction mixture was stirred at room temperature for sixteen hours. The mixture was then poured into ice cooled water (20 grams) and stirred for one hour and then filtered. The cru... Starting materials: OC1=C2CCNC(C2=CC=C1)=O (3,4-dihydro-5-hydroxy-1(2H)-isoquinolinone), (R)-glycidal tosylate, C([O-])([O-])=O.[K+].[K+] (potassium carbonate), C(C)O (ethanol). The product is O1[C@H](C1)COC1=C2CCNC(C2=CC=C1)=O ((R)-3,4-dihydro-5-(2-oxiranylmethoxy)-1(2H)-isoquinolinone). As a reaction SMILES: [OH:1][C:2]1[CH:11]=[CH:10][CH:9]=[C:8]2[C:3]=1[CH2:4][CH2:5][NH:6][C:7]2=[O:12].[C:13](=[O:16])([O-])[O-].[K+].[K+].[CH2:19](O)[CH3:20]>>[O:16]1[CH2:13][C@@H:19]1[CH2:20][O:1][C:2]1[CH:11]=[CH:10][CH:9]=[C:8]2[C:3]=1[CH2:4][CH2:5][NH:6][C:7]2=[O:12] |f:1.2.3|. Reported procedure: A mixture of 2.0 g (12.3 mmol) of 3,4-dihydro-5-hydroxy-1(2H)-isoquinolinone, 3.3 g (14.7 mmol) of (R)-glycidal tosylate and 2.03 g (14.7 mmol) of potassium carbonate in 100 ml of ethanol were refluxed until complete (as indicated by TLC). The reaction mixture was concentrated and partitioned between ethyl acetate and water. The organic layer was dried and concentrated. The desired product, (R)-3,4-dihydro-5-(2-oxiranylmethoxy)-1(2H)-isoquinolinone, was obtained by chromatography; mp 161°-64° (R...